This data is from the Open Reaction Database (ORD), a public repository of structured organic reaction records. The task is: describe an organic reaction: reactants, conditions, products, and yield Reactants: Cl (hydrochloric acid), [H-].[Na+] (Sodium hydride), C(CCCC)OCCCCCO (5-pentyloxy-l-pentanol), BrCCCCC#N (5-bromopentanenitrile). The solvent is CN(C=O)C (N,N-dimethylformamide). Conditions: temperature 60 celsius, time 2 hour. Yields the product C(CCCCOCCCCCOCCCCC)#N (6,12-dioxaheptadecanenitrile). As a reaction SMILES: [H-].[Na+].[CH2:3]([O:8][CH2:9][CH2:10][CH2:11][CH2:12][CH2:13][OH:14])[CH2:4][CH2:5][CH2:6][CH3:7].Br[CH2:16][CH2:17][CH2:18][CH2:19][C:20]#[N:21].Cl>CN(C)C=O>[C:20](#[N:21])[CH2:19][CH2:18][CH2:17][CH2:16][O:14][CH2:13][CH2:12][CH2:11][CH2:10][CH2:9][O:8][CH2:3][CH2:4][CH2:5][CH2:6][CH3:7] |f:0.1|. Procedure details: Sodium hydride (60%, 0.75 g) was added to a solution of 3 g of 5-pentyloxy-l-pentanol prepared in the above-described step (1) in 50 ml of N,N-dimethylformamide. Then 2 ml of 5-bromopentanenitrile was added thereto and the mixture was stirred at 60° C. for 2 h. 3% hydrochloric acid was added to the reaction solution. After extraction with ether, the organic layer was dried and concentrated and the residue was purified by silica gel column chromatography (eluent: n-hexane/ethyl acetate=9/1) to ob...